Dataset: the Open Reaction Database (ORD), a public repository of structured organic reaction records. Task: describe an organic reaction: reactants, conditions, products, and yield Starting materials: Cc1cc(C#Cc2cn(COCC[Si](C)(C)C)c(C)n2)ccn1, Cc1cc(C#Cc2cnc(C)n2COCC[Si](C)(C)C)ccn1, CCO, Cl. The product is Cc1cc(C#Cc2c[nH]c(C)n2)ccn1. As a reaction SMILES: [CH3:1][c:2]1[n:3][cH:4][cH:5][c:6]([C:8]#[C:9][c:10]2[n:11][c:12]([CH3:23])[n:13]([CH2:15][O:16][CH2:17][CH2:18][Si:19]([CH3:20])([CH3:21])[CH3:22])[cH:14]2)[cH:7]1.[CH3:24][c:25]1[cH:26][c:27]([C:28]#[C:29][c:30]2[n:31]([CH2:32][O:33][CH2:34][CH2:35][Si:36]([CH3:37])([CH3:38])[CH3:39])[c:40]([CH3:41])[n:42][cH:43]2)[cH:44][cH:45][n:46]1.[CH3:47][CH2:48][OH:49].[ClH:50]>>[CH3:1][c:2]1[n:3][cH:4][cH:5][c:6]([C:8]#[C:9][c:10]2[n:11][c:12]([CH3:23])[nH:13][cH:14]2)[cH:7]1.